From a dataset of the Open Reaction Database (ORD), a public repository of structured organic reaction records. describe an organic reaction: reactants, conditions, products, and yield The reactants are CCCCCCCCCCc1ccc(-c2ncc(C(=O)O)cn2)cc1, O=S(Cl)Cl. The product is CCCCCCCCCCc1ccc(-c2ncc(C(=O)O)cn2)cc1, [Cl-]. Reaction SMILES: [CH2:1]([CH2:2][CH2:3][CH2:4][CH2:5][CH2:6][CH2:7][CH2:8][CH2:9][CH3:10])[c:11]1[cH:12][cH:13][c:14](-[c:17]2[n:18][cH:19][c:20]([C:23](=[O:24])[OH:25])[cH:21][n:22]2)[cH:15][cH:16]1.[S:26]([Cl:27])([Cl:28])=[O:29]>>[CH2:1]([CH2:2][CH2:3][CH2:4][CH2:5][CH2:6][CH2:7][CH2:8][CH2:9][CH3:10])[c:11]1[cH:12][cH:13][c:14](-[c:17]2[n:18][cH:19][c:20]([C:23](=[O:24])[OH:25])[cH:21][n:22]2)[cH:15][cH:16]1.[Cl-:28]. Reactants: C(=O)C1=CC=C(S1)B(O)O (5-formylthiophen-2-ylboronic acid), P(=O)(OCC)(OCC)OCC1=CC=C(C=C1)Cl (diethyl 4-chlorobenzyl phosphate), ClC1=CC=C(CC=2C=C(SC2)C=O)C=C1 (4-(4-chlorobenzyl)thiophene-2-carbaldehyde). Yields the product ClC1=CC=C(CC2=CC=C(S2)C=O)C=C1 (5-(4-chlorobenzyl)thiophene-2-carbaldehyde). Yield: 48.0%. As a reaction SMILES: [CH:1]([C:3]1[S:7][C:6](B(O)O)=[CH:5][CH:4]=1)=[O:2].P(O[CH2:20][C:21]1[CH:26]=[CH:25][C:24]([Cl:27])=[CH:23][CH:22]=1)(OCC)(OCC)=O.ClC1C=CC(CC2C=C(C=O)SC=2)=CC=1>>[Cl:27][C:24]1[CH:25]=[CH:26][C:21]([CH2:20][C:6]2[S:7][C:3]([CH:1]=[O:2])=[CH:4][CH:5]=2)=[CH:22][CH:23]=1. Procedure: The title compound was synthesized from 5-formylthiophen-2-ylboronic acid and diethyl 4-chlorobenzyl phosphate using the conditions to synthesize 4-(4-chlorobenzyl)thiophene-2-carbaldehyde (Example 1.1.a). Purification by flash chromatography (0-20% heptane/EtOAc) yielded 5-(4-chlorobenzyl)thiophene-2-carbaldehyde (730 mg, 48%). 1H NMR (400 MHz, CDCl3) δ ppm 9.82 (s, 1H), 7.62 (d, 1H), 7.31 (m, 2H), 7.18 (m, 2H), 6.90 (m, 1H), 4.17 (s, 2H). Starting materials: CC#N, [I-], [K+], O=C(OCCCCCCCCCl)C1CCCO1, O, O=C(O)c1cc(O)ccc1O. Product: O=C(OCCCCCCCCOC(=O)C1CCCO1)c1cc(O)ccc1O. As a reaction SMILES: [CH3:31][C:32]#[N:33].[I-:30].[K+:29].[O:12]1[CH:13]([C:17](=[O:18])[O:19][CH2:20][CH2:21][CH2:22][CH2:23][CH2:24][CH2:25][CH2:26][CH2:27][Cl:28])[CH2:14][CH2:15][CH2:16]1.[OH2:34].[OH:1][C:2](=[O:3])[c:4]1[cH:5][c:6]([OH:7])[cH:8][cH:9][c:10]1[OH:11]>>[O:1]([C:2](=[O:3])[c:4]1[cH:5][c:6]([OH:7])[cH:8][cH:9][c:10]1[OH:11])[CH2:27][CH2:26][CH2:25][CH2:24][CH2:23][CH2:22][CH2:21][CH2:20][O:19][C:17]([CH:13]1[O:12][CH2:16][CH2:15][CH2:14]1)=[O:18]. Starting materials: O-(3-piperidino-2-chloro-1-propyl)-benzhydroximic acid chloride, C(C)(=O)[O-].[Na+] (sodium acetate). The solvent is C(C)O (ethanol), O (water). Reaction conditions: temperature 50 celsius, time 3 hour. Product: O-(3-piperidino-2-acetoxy-1-propyl)-benzhydroximic acid chloride. Isolated yield 90.0%. Reaction SMILES: [N:1]1([CH2:7][CH:8](Cl)[CH2:9][ClH:10][C:11](=[N:18][OH:19])[C:12]2[CH:17]=[CH:16][CH:15]=[CH:14][CH:13]=2)[CH2:6][CH2:5][CH2:4][CH2:3][CH2:2]1.[C:21]([O-:24])(=[O:23])[CH3:22].[Na+]>C(O)C.O>[N:1]1([CH2:7][CH:8]([O:24][C:21](=[O:23])[CH3:22])[CH2:9][ClH:10][C:11](=[N:18][OH:19])[C:12]2[CH:17]=[CH:16][CH:15]=[CH:14][CH:13]=2)[CH2:6][CH2:5][CH2:4][CH2:3][CH2:2]1 |f:1.2|. Procedure: 3,0 g (9,49 mmoles) of O-(3-piperidino-2-chloro-1-propyl)-benzhydroximic acid chloride were dissolved in 10 ml of ethanol, under stirring 0,86 g (1,05.10-2 moles) of sodium acetate in 15 ml of water were added and the mixture was stirred for 3 hours at 50° C. The reaction mixture was evaporated in vacuo and the residue was extracted with benzene. The benzene extract was dried over sodium sulfate and evaporated, thus providing 2,12 g of oily O-(3-piperidino-2-acetoxy-1-propyl)-benzhydroximic acid... Starting materials: COC1=C(CSC(C(=C(NC=2C=NC=CC2)S)C#N)=N)C(=CC(=C1)OC)OC (2-Cyano-3-mercapto-3-(pyridin-3-ylamino)-thioacrylimidic acid 2,4,6-trimethoxy-benzyl ester), N1=CC=CC=C1 (pyridine), II (iodine), Cl (HCl). Run in C(C)(=O)OCC (ethyl acetate), C(C)(=O)OCC (ethyl acetate). Conditions: temperature 0 celsius, time 3 hour. The product is Cl.N1=CC(=CC=C1)NC1=C(C(=NS1)SCC1=C(C=C(C=C1OC)OC)OC)C#N (5-(Pyridin-3-ylamino)-3-(2,4,6-trimethoxy-benzylsulfanyl)-isothiazole-4-carbonitrile hydrochloride salt). The yield is 40.0%. As a reaction SMILES: [CH3:1][O:2][C:3]1[CH:24]=[C:23]([O:25][CH3:26])[CH:22]=[C:21]([O:27][CH3:28])[C:4]=1[CH2:5][S:6][C:7](=[NH:20])[C:8]([C:18]#[N:19])=[C:9]([SH:17])[NH:10][C:11]1[CH:12]=[N:13][CH:14]=[CH:15][CH:16]=1.N1C=CC=CC=1.II.[ClH:37]>C(OCC)(=O)C>[ClH:37].[N:13]1[CH:14]=[CH:15][CH:16]=[C:11]([NH:10][C:9]2[S:17][N:20]=[C:7]([S:6][CH2:5][C:4]3[C:21]([O:27][CH3:28])=[CH:22][C:23]([O:25][CH3:26])=[CH:24][C:3]=3[O:2][CH3:1])[C:8]=2[C:18]#[N:19])[CH:12]=1 |f:5.6|. Reported procedure: To compound 12 (5.88 g, 14.1 mmol) in ethyl acetate (127 mL) is added pyridine (2.3 mL, 28.3 mmol) at 0° C. A solution of iodine (3.6 g, 14.1 mmol) in ethyl acetate (178 mL) is then added over 2 hours to the reaction. The reaction is then stirred for an additional 3 hours at 0° C. 1N HCl (101.5 mL) is then added and stirred for 5 min. The suspension is then filtered and washed with water to provide 13 (2.53 g, 40%). The mother liquor is basified with saturated aqueous sodium bicarbonate and more... Starting materials: CCCCc1nc(CO)c(C(=O)OC)n1Cc1ccc(-c2ccccc2C(=O)OC(C)(C)C)cc1, [Li+], C1COCCO1, [OH-], O, O. Product: CCCCc1nc(CO)c(C(=O)O)n1Cc1ccc(-c2ccccc2C(=O)OC(C)(C)C)cc1. As a reaction SMILES: [C:4]([CH3:5])([CH3:6])([CH3:7])[O:8][C:9](=[O:10])[c:11]1[c:12](-[c:17]2[cH:18][cH:19][c:20]([CH2:23][n:24]3[c:25]([CH2:35][CH2:36][CH2:37][CH3:38])[n:26][c:27]([CH2:33][OH:34])[c:28]3[C:29](=[O:30])[O:31][CH3:32])[cH:21][cH:22]2)[cH:13][cH:14][cH:15][cH:16]1.[Li+:3].[O:40]1[CH2:41][CH2:42][O:43][CH2:44][CH2:45]1.[OH-:2].[OH2:1].[OH2:39]>>[C:4]([CH3:5])([CH3:6])([CH3:7])[O:8][C:9](=[O:10])[c:11]1[c:12](-[c:17]2[cH:18][cH:19][c:20]([CH2:23][n:24]3[c:25]([CH2:35][CH2:36][CH2:37][CH3:38])[n:26][c:27]([CH2:33][OH:34])[c:28]3[C:29](=[O:30])[OH:31])[cH:21][cH:22]2)[cH:13][cH:14][cH:15][cH:16]1.